This data is from the Open Reaction Database (ORD), a public repository of structured organic reaction records. The task is: describe an organic reaction: reactants, conditions, products, and yield Starting materials: Cc1c([Si](C)(C)C)[nH]c2ncc(Br)cc12, C1CCOC1, Cl. The product is Cc1c[nH]c2ncc(Br)cc12. RXN SMILES: [Br:1][c:2]1[cH:3][c:4]2[c:5]([n:6][cH:7]1)[nH:8][c:9]([Si:12]([CH3:13])([CH3:14])[CH3:15])[c:10]2[CH3:11].[CH2:17]1[O:18][CH2:19][CH2:20][CH2:21]1.[ClH:16]>>[Br:1][c:2]1[cH:3][c:4]2[c:5]([n:6][cH:7]1)[nH:8][cH:9][c:10]2[CH3:11]. Starting materials: product, FC1=CC=C(C=C1)C=1N=C(NC1C1=CC=NC=C1)C1(CCN(CC1)C)O (4-(4-Fluorophenyl)-5-(4-pyridyl) 2-(4-hydroxy-1-methylpiperidin-4-yl)imidazole), OS(=O)(=O)O (H2SO4). Solvent: C(CCC)O (1-butanol). Reaction conditions: temperature 40 celsius. Product: FC1=CC=C(C=C1)C=1N=C(NC1C1=CC=NC=C1)C1(CCN(CC1)C)OCCCC (4-(4-Fluorophenyl)-5-(4-pyridyl) 2-(4-n-butyloxy-1-methylpiperidin-4-yl)imidazole). Yield: 120.5%. Reaction SMILES: [F:1][C:2]1[CH:7]=[CH:6][C:5]([C:8]2[N:9]=[C:10]([C:19]3([OH:26])[CH2:24][CH2:23][N:22]([CH3:25])[CH2:21][CH2:20]3)[NH:11][C:12]=2[C:13]2[CH:18]=[CH:17][N:16]=[CH:15][CH:14]=2)=[CH:4][CH:3]=1.OS(O)(=O)=O>C(O)CCC>[F:1][C:2]1[CH:7]=[CH:6][C:5]([C:8]2[N:9]=[C:10]([C:19]3([O:26][CH2:7][CH2:2][CH2:3][CH3:4])[CH2:20][CH2:21][N:22]([CH3:25])[CH2:23][CH2:24]3)[NH:11][C:12]=2[C:13]2[CH:14]=[CH:15][N:16]=[CH:17][CH:18]=2)=[CH:4][CH:3]=1. Procedure details: The product of example 12, 4-(4-Fluorophenyl)-5-(4-pyridyl) 2-(4-hydroxy-1-methylpiperidin-4-yl)imidazole (22.2 g; 63 mmol) is dissolved in 1-butanol (1 l) upon warming to 40° C. H2SO4 conc (27.8 g; 283 mmol) is added dropwise and the initially resulting suspension is refluxed for 3.5 h, while distilling off ˜200 ml of 1-butanol. The reaction mixture is cooled to room temperature and poured on a saturated solution of Na2CO3 (500 ml). The aqueous phase is extracted with ethyl acetate and the comb... Procedure: 2-Chloro-4-morpholin-4-yl-thieno[2,3-d]pyrimidine-6-carbaldehyde was reacted with 4-piperidinopiperidine using the general reductive amination General Procedure to yield 1′-(2-chloro-4-morpholin-4-yl-thieno[2,3-d]pyrimidin-6-ylmethyl)-[1,4]bipiperidinyl, which was reacted with 2-aminopyrimidine-5-boronic acid, pinacol ester in General Procedure A. Purification on silica yielded 390. NMR: (CDCl3): 1.45-1.48 (2H, m), 1.52-1.56 (6H, m), 1.79-1.81 (2H, m), 2.02-2.05 (2H, m), 2.25-2.27 (1H, m), 2.53-... RXN SMILES: [Cl:1][C:2]1[N:3]=[C:4]([N:13]2[CH2:18][CH2:17][O:16][CH2:15][CH2:14]2)[C:5]2[CH:10]=[C:9]([CH:11]=O)[S:8][C:6]=2[N:7]=1.[N:19]1([CH:25]2[CH2:30][CH2:29][NH:28][CH2:27][CH2:26]2)[CH2:24][CH2:23][CH2:22][CH2:21][CH2:20]1>>[Cl:1][C:2]1[N:3]=[C:4]([N:13]2[CH2:18][CH2:17][O:16][CH2:15][CH2:14]2)[C:5]2[CH:10]=[C:9]([CH2:11][N:28]3[CH2:29][CH2:30][CH:25]([N:19]4[CH2:24][CH2:23][CH2:22][CH2:21][CH2:20]4)[CH2:26][CH2:27]3)[S:8][C:6]=2[N:7]=1. The reactants are ClC=1N=C(C2=C(N1)SC(=C2)C=O)N2CCOCC2 (2-Chloro-4-morpholin-4-yl-thieno[2,3-d]pyrimidine-6-carbaldehyde), N1(CCCCC1)C1CCNCC1 (4-piperidinopiperidine). Yields the product ClC=1N=C(C2=C(N1)SC(=C2)CN2CCC(CC2)N2CCCCC2)N2CCOCC2 (1′-(2-chloro-4-morpholin-4-yl-thieno[2,3-d]pyrimidin-6-ylmethyl)-[1,4]bipiperidinyl). The reactants are C1(=CC=CC=C1)C1=C(NC=C1)C(=O)OC (methyl 3-phenyl-1H-pyrrole-2-carboxylate), [H-].[Na+] (NaH), CN(C)C=O (DMF), NCl (Monochloramine). Run at time 45 minute. The product is NC1C=CC(=C1C(=O)OC)C1=CC=CC=C1 (methyl 5-amino-2-phenylcyclopenta-1,3-dienecarboxylate). The yield is 82.0%. Reaction SMILES: [C:1]1([C:7]2[CH:11]=[CH:10]N[C:8]=2[C:12]([O:14][CH3:15])=[O:13])[CH:6]=[CH:5][CH:4]=[CH:3][CH:2]=1.[H-].[Na+].NCl.[CH3:20][N:21](C=O)C>>[NH2:21][CH:20]1[C:8]([C:12]([O:14][CH3:15])=[O:13])=[C:7]([C:1]2[CH:6]=[CH:5][CH:4]=[CH:3][CH:2]=2)[CH:11]=[CH:10]1 |f:1.2|. Procedure: To a solution of methyl 3-phenyl-1H-pyrrole-2-carboxylate (2.50 g, 12.4 mmol) in DMF (25 mL) was added NaH (0.358 g, 14.9 mmol) and the reaction mixture was stirred for 45 min at room temperature. Monochloramine (0.15 M, 150 mL, 0.225 g, 4.40 mmol) was added via syringe. The reaction was stirred for 2 h and was quenched by the addition of saturated aqueous sodium thiosulfite. The reaction mixture was diluted with water and the aqueous portion extracted with ethyl acetate. The organic layer dried... Starting materials: C1(=CC=CC=C1)P(C1=CC=CC=C1)C1=CC=CC=C1 (triphenylphosphine), C(C)(C)(C)OC(=O)N1CC(C1)C(O)C1=CC=C(C=C1)Cl (3-[(4-Chloro-phenyl)-hydroxy-methyl]-azetidine-1-carboxylic acid tert-butyl ester), II (Iodine), N1C=NC=C1 (Imidazole). Solvent: O1CCCC1.C(C)#N (tetrahydrofuran acetonitrile), O1CCCC1 (tetrahydrofuran). Conditions: time 15 minute. The product is C(C)(C)(C)OC(=O)N1CC(C1)C(I)C1=CC=C(C=C1)Cl (3-[(4-Chlorophenyl)-iodo-methyl]-azetidine-1-carboxylic acid tert-butyl ester). As a reaction SMILES: C1(P(C2C=CC=CC=2)C2C=CC=CC=2)C=CC=CC=1.[I:20]I.N1C=CN=C1.[C:27]([O:31][C:32]([N:34]1[CH2:37][CH:36]([CH:38]([C:40]2[CH:45]=[CH:44][C:43]([Cl:46])=[CH:42][CH:41]=2)O)[CH2:35]1)=[O:33])([CH3:30])([CH3:29])[CH3:28]>O1CCCC1.C(#N)C.O1CCCC1>[C:27]([O:31][C:32]([N:34]1[CH2:37][CH:36]([CH:38]([C:40]2[CH:45]=[CH:44][C:43]([Cl:46])=[CH:42][CH:41]=2)[I:20])[CH2:35]1)=[O:33])([CH3:30])([CH3:29])[CH3:28] |f:4.5|. Procedure: Polymer supported triphenylphosphine (125 g, 370 mmol) is suspended in tetrahydrofuran: acetonitrile 9:1 (1000 ml) and treated with Iodine (95.2 g, 370 mmol) followed by stirring for 15 minutes. Imidazole (25.5 g, 370 mmol) is added followed by a solution of 3-[(4-Chloro-phenyl)-hydroxy-methyl]-azetidine-1-carboxylic acid tert-butyl ester (44.7 g, 150 mmol) in tetrahydrofuran (150 ml) and the reaction mixture stirred at ambient temperature for 20 hours. The reaction mixture is filtered through c...